This data is from the Open Reaction Database (ORD), a public repository of structured organic reaction records. The task is: describe an organic reaction: reactants, conditions, products, and yield Reactants: C(#N)C=1C(C(=C(NC1C)CSC(N)=N)C(=O)OCC)C1=CC(=CC=C1)[N+](=O)[O-] ((-)-S-[(5-cyano-3-carboethoxy-4-(3-nitrophenyl)-6-methyl-1,4-dihydropyridin-2-yl)methyl]isothiourea), Cl.ClCC=1C=[NH+]C=CC1 (3-chloromethylpyridinium hydrochloride), [Cl-] (chloride), [OH-].[K+] (KOH). The solvent is C1=CC=CC=C1 (benzene). Run at time 15 minute. The product is N1=CC(=CC=C1)CSCC=1NC(=C(C(C1C(=O)OCC)C1=CC(=CC=C1)[N+](=O)[O-])C#N)C ((-)-2-(3-pyridinylmethylthio)methyl-5-cyano-3-carboethoxy-4-(3-nitrophenyl)-6-methyl-1,4-dihydropyridine). Reaction SMILES: [C:1]([C:3]1[CH:4]([C:20]2[CH:25]=[CH:24][CH:23]=[C:22]([N+:26]([O-:28])=[O:27])[CH:21]=2)[C:5]([C:15]([O:17][CH2:18][CH3:19])=[O:16])=[C:6]([CH2:10][S:11][C:12](=N)N)[NH:7][C:8]=1[CH3:9])#[N:2].Cl.ClC[C:32]1[CH:33]=[NH+:34][CH:35]=[CH:36][CH:37]=1.[Cl-].[OH-].[K+]>C1C=CC=CC=1>[N:34]1[CH:35]=[CH:36][CH:37]=[C:32]([CH2:12][S:11][CH2:10][C:6]2[NH:7][C:8]([CH3:9])=[C:3]([C:1]#[N:2])[CH:4]([C:20]3[CH:25]=[CH:24][CH:23]=[C:22]([N+:26]([O-:28])=[O:27])[CH:21]=3)[C:5]=2[C:15]([O:17][CH2:18][CH3:19])=[O:16])[CH:33]=1 |f:1.2,4.5|. Procedure details: A mixture of (-)-S-[(5-cyano-3-carboethoxy-4-(3-nitrophenyl)-6-methyl-1,4-dihydropyridin-2-yl)methyl]isothiourea (mg 500), 3-chloromethylpyridinium hydrochloride (mg 190), benzylthriethylammonium chloride (BTEAC mg 80), KOH (4M, ml 2) and benzene (ml 5) is stirred at room temperature for 15 minutes to separate a precipitate that is filtered and triturated with diethyl ether to give mg 450 of (-)-2-(3-pyridinylmethylthio)methyl-5-cyano-3-carboethoxy-4-(3-nitrophenyl)-6-methyl-1,4-dihydropyridine.